This data is from the Open Reaction Database (ORD), a public repository of structured organic reaction records. The task is: describe an organic reaction: reactants, conditions, products, and yield Reactants: COc1c(C)cc(N)cc1C, Cc1ccc(S(=O)(=O)N(CCCl)CCCl)cc1, Cl, [I-], [K+], [Na+], [Na+], O=C([O-])[O-], O, OC1CCCCC1. Product: COc1c(C)cc(N2CCN(S(=O)(=O)c3ccc(C)cc3)CC2)cc1C. RXN SMILES: [CH3:2][O:3][c:4]1[c:5]([CH3:12])[cH:6][c:7]([NH2:11])[cH:8][c:9]1[CH3:10].[Cl:13][CH2:14][CH2:15][N:16]([S:17](=[O:18])(=[O:19])[c:20]1[cH:21][cH:22][c:23]([CH3:26])[cH:24][cH:25]1)[CH2:27][CH2:28][Cl:29].[ClH:1].[I-:37].[K+:36].[Na+:30].[Na+:31].[O-:32][C:33](=[O:34])[O-:35].[OH2:45].[OH:38][CH:39]1[CH2:40][CH2:41][CH2:42][CH2:43][CH2:44]1>>[CH3:2][O:3][c:4]1[c:5]([CH3:12])[cH:6][c:7]([N:11]2[CH2:14][CH2:15][N:16]([S:17](=[O:18])(=[O:19])[c:20]3[cH:21][cH:22][c:23]([CH3:26])[cH:24][cH:25]3)[CH2:27][CH2:28]2)[cH:8][c:9]1[CH3:10]. Reactants: CC[SiH](CC)CC, COc1cc(C(C)C)c(C(O)c2cnc(SC)nc2Cl)cc1OC, ClCCl, O=C(O)C(F)(F)F. Yields the product COc1cc(Cc2cnc(SC)nc2Cl)c(C(C)C)cc1OC. Reaction SMILES: [CH2:25]([SiH:26]([CH2:27][CH3:28])[CH2:29][CH3:30])[CH3:31].[Cl:1][c:2]1[n:3][c:4]([S:23][CH3:24])[n:5][cH:6][c:7]1[CH:8]([OH:9])[c:10]1[c:11]([CH:20]([CH3:21])[CH3:22])[cH:12][c:13]([O:18][CH3:19])[c:14]([O:16][CH3:17])[cH:15]1.[Cl:39][CH2:40][Cl:41].[OH:32][C:33]([C:34]([F:35])([F:36])[F:37])=[O:38]>>[Cl:1][c:2]1[n:3][c:4]([S:23][CH3:24])[n:5][cH:6][c:7]1[CH2:8][c:10]1[c:11]([CH:20]([CH3:21])[CH3:22])[cH:12][c:13]([O:18][CH3:19])[c:14]([O:16][CH3:17])[cH:15]1. Starting materials: NC1=C2N=C(N(C2=NC(=N1)S)CC1=CC=CC=C1)O (6-amino-9-benzyl-8-hydroxy-2-mercaptopurine), C([O-])([O-])=O.[K+].[K+] (potassium carbonate), ClCCC#N (3-chloropropionitrile). The solvent is CN(C=O)C (dimethylformamide). Reaction conditions: time 3 hour. Yields the product NC1=C2N=C(N(C2=NC(=N1)SCCC#N)CC1=CC=CC=C1)O (6-Amino-9-benzyl-2-(2-cyanoethyl)thio-8-hydroxypurine). Yield: 45.0%. Reaction SMILES: [NH2:1][C:2]1[N:10]=[C:9]([SH:11])[N:8]=[C:7]2[C:3]=1[N:4]=[C:5]([OH:19])[N:6]2[CH2:12][C:13]1[CH:18]=[CH:17][CH:16]=[CH:15][CH:14]=1.C(=O)([O-])[O-].[K+].[K+].Cl[CH2:27][CH2:28][C:29]#[N:30]>CN(C)C=O>[NH2:1][C:2]1[N:10]=[C:9]([S:11][CH2:27][CH2:28][C:29]#[N:30])[N:8]=[C:7]2[C:3]=1[N:4]=[C:5]([OH:19])[N:6]2[CH2:12][C:13]1[CH:18]=[CH:17][CH:16]=[CH:15][CH:14]=1 |f:1.2.3|. Procedure details: Crude 6-amino-9-benzyl-8-hydroxy-2-mercaptopurine (134 mg, 0.49 mmol) was suspended in dimethylformamide (60 ml). To the suspension were added potassium carbonate (100 mg, 0.72 mmol) and 3-chloropropionitrile (65 mg, 0.73 mmol) in order. The mixture was stirred at room temperature for 3 hours. The solvent was removed in vacuo, and to the residue was added water. The mixture was extracted with chloroform and the organic layer was dried on sodium sulfate. After removal of the solvent in vacuo, the... Starting materials: FC1=C(OC2=C(C=C(C(C(=O)O)=C2)C(=O)O)[N+](=O)[O-])C=CC(=C1)F (5-(2,4-difluorophenoxy)-4-nitrophthalic acid). Run in O1CCCC1 (tetrahydrofuran), O1CCCC1 (tetrahydrofuran). Yields the product FC1=C(OC2=C(C=C(C(CO)=C2)CO)[N+](=O)[O-])C=CC(=C1)F (5-(2,4-difluorophenoxy)-4-nitrophthalyl alcohol). Isolated yield 68.1%. Reaction SMILES: [F:1][C:2]1[CH:23]=[C:22]([F:24])[CH:21]=[CH:20][C:3]=1[O:4][C:5]1[CH:13]=[C:9]([C:10](O)=[O:11])[C:8]([C:14](O)=[O:15])=[CH:7][C:6]=1[N+:17]([O-:19])=[O:18]>O1CCCC1>[F:1][C:2]1[CH:23]=[C:22]([F:24])[CH:21]=[CH:20][C:3]=1[O:4][C:5]1[CH:13]=[C:9]([CH2:10][OH:11])[C:8]([CH2:14][OH:15])=[CH:7][C:6]=1[N+:17]([O-:19])=[O:18]. Procedure: 3.36 g of 5-(2,4-difluorophenoxy)-4-nitrophthalic acid in 20 ml of absolute tetrahydrofuran is reduced as described in Example 7(d) with 150 ml of a 0.3-molar borane-tetrahydrofuran complex solution in tetrahydrofuran. After crystallization from ethanol/water and ethyl acetate/hexane, 2.1 g of 5-(2,4-difluorophenoxy)-4-nitrophthalyl alcohol is obtained, mp 123.5°-124.5° C. Solvent: C1(=CC=CC=C1)C (toluene). Yields the product O[C@@H]1C(N(C(C1)=O)C)=O ((S)-3-Hydroxy-1-methyl-2,5-pyrrolidinedione). RXN SMILES: [C:1]([OH:9])(=O)[C@H:2]([CH2:4][C:5](O)=[O:6])[OH:3].[CH3:10][NH2:11]>C1(C)C=CC=CC=1>[OH:3][C@H:2]1[CH2:4][C:5](=[O:6])[N:11]([CH3:10])[C:1]1=[O:9]. Reported procedure: To a stirred solution of 134 g (1 mole) of (S)-malic acid in 700 ml of toluene was added 97 ml of 40% aqueous methylamine. The temperature slowly rose to 50° C. After 0.5 hr the stirred mixture was heated to reflux and the water was collected in a Dean-Stark trap for 48 hours. A total of 93 ml of water was collected. The toluene residue was treated with 300 ml of ethanol and concentrated on the rotary evaportor. The residue was distilled. The yield of product obtained was 101 g (78%), b.p. 140°/... The reactants are C([C@@H](O)CC(=O)O)(=O)O ((S)-malic acid), CN (methylamine).